From a dataset of the Open Reaction Database (ORD), a public repository of structured organic reaction records. describe an organic reaction: reactants, conditions, products, and yield Reactants: peptide thioesters, N[C@@H](CC1=CNC=N1)C(=O)O (histidine), N[C@@H](C)C(=O)O (alanine), glycopeptide peptide thioester, amino acid. Product: N[C@@H](CC(=O)O)C(=O)O (aspartic acid), peptide thioester, NCC(=O)O (glycine). Reaction SMILES: [NH2:1][C@H:2]([C:9]([OH:11])=[O:10])CC1N=CNC=1.[NH2:12][C@H:13]([C:15]([OH:17])=[O:16])[CH3:14]>>[NH2:12][C@H:13]([C:15]([OH:17])=[O:16])[CH2:14][C:9]([OH:11])=[O:10].[NH2:1][CH2:2][C:9]([OH:11])=[O:10]. Procedure details: To study the effect of other amino acid residues at the ligation junction in exSAL, the glycopeptide-peptide thioester pairs shown below were examined. Glycopeptides containing N-terminal histidine and aspartic acid residues were synthesized by SPPS (Fmoc strategy). These were reacted with peptide thioesters containing C-terminal glycine, histidine and alanine residues under the mixed solvent system. The ligation between glycopeptide 44 and the peptide thioester 49 bearing a C-terminal glycine g... Reactants: BrC=1C=2N(C(=NC1)N1CCN(CC1)C(=O)OC(C)(C)C)N=NN2 (tert-butyl 4-(8-bromotetrazolo[1,5-c]pyrimidin-5-yl)piperazine-1-carboxylate), S1C(=CC=C1)B(O)O (thiophene-2-boronic acid), CC(C)([O-])C.[K+] (potassium tert-butoxide), O1CCOCC1 (1,4-dioxane). Reagents/catalysts: C=1C=CC(=CC1)[P](C=2C=CC=CC2)(C=3C=CC=CC3)[Pd]([P](C=4C=CC=CC4)(C=5C=CC=CC5)C=6C=CC=CC6)([P](C=7C=CC=CC7)(C=8C=CC=CC8)C=9C=CC=CC9)[P](C=1C=CC=CC1)(C=1C=CC=CC1)C=1C=CC=CC1 (tetrakis(triphenylphosphine)palladium(0)). Solvent: O (water). Conditions: temperature 80 celsius, time 10 hour. Yields the product product, NC1=NC(=NC=C1C=1SC=CC1)N1CCN(CC1)C(=O)OC(C)(C)C (tert-butyl 4-(4-amino-5-(thiophen-2-yl)pyrimidin-2-yl)piperazine-1-carboxylate). Isolated yield 8.7%. Reaction SMILES: Br[C:2]1[C:3]2[N:4](N=N[N:23]=2)[C:5]([N:8]2[CH2:13][CH2:12][N:11]([C:14]([O:16][C:17]([CH3:20])([CH3:19])[CH3:18])=[O:15])[CH2:10][CH2:9]2)=[N:6][CH:7]=1.[S:24]1[CH:28]=[CH:27][CH:26]=[C:25]1B(O)O.CC(C)([O-])C.[K+].O1CCOCC1>C1C=CC([P]([Pd]([P](C2C=CC=CC=2)(C2C=CC=CC=2)C2C=CC=CC=2)([P](C2C=CC=CC=2)(C2C=CC=CC=2)C2C=CC=CC=2)[P](C2C=CC=CC=2)(C2C=CC=CC=2)C2C=CC=CC=2)(C2C=CC=CC=2)C2C=CC=CC=2)=CC=1.O>[NH2:23][C:3]1[C:2]([C:25]2[S:24][CH:28]=[CH:27][CH:26]=2)=[CH:7][N:6]=[C:5]([N:8]2[CH2:13][CH2:12][N:11]([C:14]([O:16][C:17]([CH3:20])([CH3:19])[CH3:18])=[O:15])[CH2:10][CH2:9]2)[N:4]=1 |f:2.3,^1:47,49,68,87|. Procedure: A 500 mL round bottom flask was charged with tert-butyl 4-(8-bromotetrazolo[1,5-c]pyrimidin-5-yl)piperazine-1-carboxylate (5.5 g, 14.3 mmol), thiophene-2-boronic acid (2.5 g, 21.5 mmol), tetrakis(triphenylphosphine)palladium(0) (2.0 g, 1.43 mmol), potassium tert-butoxide (2.4 g, 21.5 mmol), 1,4-dioxane (200 mL) and water (50 mL). After the air was purged by bubbling N2 into the solution, the resulting mixture was stirred at 80° C. under N2 for 10 h. Work-up: the reaction mixture was diluted with... Reactants: BrC=1C=C(C=2C(=NN(C2C1)S(=O)(=O)C1=CC=CC=C1)F)N (6-Bromo-3-fluoro-1-(phenylsulfonyl)-1H-indazol-4-amine), O1CCOCC1 (1,4-dioxane), CC1(OB(OC1(C)C)C1=C2C=CNC2=CC=C1)C (4-(4,4,5,5-tetramethyl-1,3,2-dioxaborolan-2-yl)-1H-indole), P(=O)([O-])([O-])[O-].[K+].[K+].[K+] (potassium phosphate). The reagents and catalysts are C1=CC=C(C=C1)P([C-]2C=CC=C2)C3=CC=CC=C3.C1=CC=C(C=C1)P([C-]2C=CC=C2)C3=CC=CC=C3.Cl[Pd]Cl.[Fe+2] (Pd(dppf)Cl2). Solvent: O (water). Conditions: temperature 110 celsius. Product: FC1=NN(C=2C=C(C=C(C12)N)C1=C2C=CNC2=CC=C1)S(=O)(=O)C1=CC=CC=C1 (3-Fluoro-6-(1H-indol-4-yl)-1-(phenylsulfonyl)-1H-indazol-4-amine). Reaction SMILES: Br[C:2]1[CH:3]=[C:4]([NH2:21])[C:5]2[C:6]([F:20])=[N:7][N:8]([S:11]([C:14]3[CH:19]=[CH:18][CH:17]=[CH:16][CH:15]=3)(=[O:13])=[O:12])[C:9]=2[CH:10]=1.CC1(C)C(C)(C)OB([C:30]2[CH:38]=[CH:37][CH:36]=[C:35]3[C:31]=2[CH:32]=[CH:33][NH:34]3)O1.P([O-])([O-])([O-])=O.[K+].[K+].[K+].O1CCOCC1>C1C=CC(P(C2C=CC=CC=2)[C-]2C=CC=C2)=CC=1.C1C=CC(P(C2C=CC=CC=2)[C-]2C=CC=C2)=CC=1.Cl[Pd]Cl.[Fe+2].O>[F:20][C:6]1[C:5]2[C:4]([NH2:21])=[CH:3][C:2]([C:30]3[CH:38]=[CH:37][CH:36]=[C:35]4[C:31]=3[CH:32]=[CH:33][NH:34]4)=[CH:10][C:9]=2[N:8]([S:11]([C:14]2[CH:19]=[CH:18][CH:17]=[CH:16][CH:15]=2)(=[O:13])=[O:12])[N:7]=1 |f:2.3.4.5,7.8.9.10|. Procedure details: 6-Bromo-3-fluoro-1-(phenylsulfonyl)-1H-indazol-4-amine (350 mg), 4-(4,4,5,5-tetramethyl-1,3,2-dioxaborolan-2-yl)-1H-indole (230 mg), potassium phosphate (601 mg) and Pd(dppf)Cl2 (69 mg) were placed in a microwave vial with 1,4-dioxane (5 ml) and water (2.5 ml) and the mixture heated at 110° C. for 30 min. After this time the mixture was partitioned between water (200 ml) and DCM (200 ml) and the DCM layer was collected. The aq layer was extracted with DCM (100 ml) and the combined organic layers... Reactants: F[B-](F)(F)F, CC(C)(C)P(C(C)(C)C)C(C)(C)C, CSc1nccc(-c2c(-c3ccc(F)cc3)nc3cnc(Cl)cn23)n1, [Na+], [Na+], O=C([O-])[O-], C1COCCO1, O. The product is CCc1cn2c(-c3ccnc(SC)n3)c(-c3ccc(F)cc3)nc2cn1. Reaction SMILES: [B-:32]([F:33])([F:34])([F:35])[F:36].[C:37]([CH3:38])([P:39]([C:40]([CH3:41])([CH3:42])[CH3:43])[C:44]([CH3:45])([CH3:46])[CH3:47])([CH3:48])[CH3:49].[Cl:1][c:2]1[n:3][cH:4][c:5]2[n:6]([cH:7]1)[c:8](-[c:18]1[n:19][c:20]([S:24][CH3:25])[n:21][cH:22][cH:23]1)[c:9](-[c:11]1[cH:12][cH:13][c:14]([F:17])[cH:15][cH:16]1)[n:10]2.[Na+:26].[Na+:27].[O-:28][C:29](=[O:30])[O-:31].[O:51]1[CH2:52][CH2:53][O:54][CH2:55][CH2:56]1.[OH2:50]>>[c:2]1([CH2:37][CH3:38])[n:3][cH:4][c:5]2[n:6]([cH:7]1)[c:8](-[c:18]1[n:19][c:20]([S:24][CH3:25])[n:21][cH:22][cH:23]1)[c:9](-[c:11]1[cH:12][cH:13][c:14]([F:17])[cH:15][cH:16]1)[n:10]2. The reactants are C(CCCC)NCCCCC (Di-n-pentylamine), COC1=C(C(=O)O)C=C(C=C1)C=O (2-methoxy-5-formylbenzoic acid), ON1N=NC2=C1N=CC=C2 (1-hydroxy-7-azabenzotriazole), CN1CCOCC1 (N-methylmorpholine), Cl.CN(CCCN=C=NCC)C (1-(3-dimethylaminopropyl)-3-ethylcarbodiimide hydrochloride). Run in CN(C=O)C (N,N-dimethylformamide), C(C)(=O)OCC (ethyl acetate). Run at time 8 hour. The product is C(CCCC)N(C(C1=C(C=CC(=C1)C=O)OC)=O)CCCCC (N,N-di-n-pentyl-2-methoxy-5-formylbenzamide). Isolated yield 99.8%. RXN SMILES: [CH2:1]([NH:6][CH2:7][CH2:8][CH2:9][CH2:10][CH3:11])[CH2:2][CH2:3][CH2:4][CH3:5].[CH3:12][O:13][C:14]1[CH:22]=[CH:21][C:20]([CH:23]=[O:24])=[CH:19][C:15]=1[C:16]([OH:18])=O.ON1C2N=CC=CC=2N=N1.CN1CCOCC1.Cl.CN(C)CCCN=C=NCC>CN(C)C=O.C(OCC)(=O)C>[CH2:7]([N:6]([CH2:1][CH2:2][CH2:3][CH2:4][CH3:5])[C:16](=[O:18])[C:15]1[CH:19]=[C:20]([CH:23]=[O:24])[CH:21]=[CH:22][C:14]=1[O:13][CH3:12])[CH2:8][CH2:9][CH2:10][CH3:11] |f:4.5|. Procedure: Di-n-pentylamine (873 mg, 5.55 mmol, 2 eq) was added to a solution of 2-methoxy-5-formylbenzoic acid (500 mg, 2.78 mmol, 1 eq), 1-hydroxy-7-azabenzotriazole (755 mg, 5.55 mmol, 2 eq), and N-methylmorpholine (0.83 mL, 7.58 mmol, 2.73 eq) in N,N-dimethylformamide (10 mL). To this was added 1-(3-dimethylaminopropyl)-3-ethylcarbodiimide hydrochloride (1.06 g, 5.55 mmol, 2 eq) and the reaction mixture stirred overnight. The reaction mixture was diluted with ethyl acetate (20 mL) and washed sequential... Starting materials: resultant mixture, BrC1=C(C=C(C(=O)OCC)C=C1OCCC)O (ethyl 4-bromo-3-hydroxy-5-propoxybenzoate), P(=O)([O-])([O-])[O-].[K+].[K+].[K+] (tripotassium phosphate), FC1=CC=C(C=C1)B(O)O ((4-fluorophenyl)boronic acid), C1(CCCCC1)P(C1CCCCC1)C1CCCCC1 (tricyclohexylphosphine). Reagents/catalysts: C(C)(=O)[O-].[Pd+2].C(C)(=O)[O-] (Palladium acetate). Solvent: C(C)(=O)OCC (ethyl acetate), C1(=CC=CC=C1)C (toluene), O (water). Run at temperature 90 celsius, time 8 hour. Yields the product FC1=CC=C(C=C1)C1=C(C=C(C=C1OCCC)C(=O)OCC)O (Ethyl 4′-fluoro-2-hydroxy-6-propoxybiphenyl-4-carboxylate). Yield: 100.0%. RXN SMILES: Br[C:2]1[C:12]([O:13][CH2:14][CH2:15][CH3:16])=[CH:11][C:5]([C:6]([O:8][CH2:9][CH3:10])=[O:7])=[CH:4][C:3]=1[OH:17].P([O-])([O-])([O-])=O.[K+].[K+].[K+].[F:26][C:27]1[CH:32]=[CH:31][C:30](B(O)O)=[CH:29][CH:28]=1.C1(P(C2CCCCC2)C2CCCCC2)CCCCC1>C1(C)C=CC=CC=1.O.C(OCC)(=O)C.C([O-])(=O)C.[Pd+2].C([O-])(=O)C>[F:26][C:27]1[CH:32]=[CH:31][C:30]([C:2]2[C:12]([O:13][CH2:14][CH2:15][CH3:16])=[CH:11][C:5]([C:6]([O:8][CH2:9][CH3:10])=[O:7])=[CH:4][C:3]=2[OH:17])=[CH:29][CH:28]=1 |f:1.2.3.4,10.11.12|. Reported procedure: Palladium acetate (1.11 g) was added to a mixture of ethyl 4-bromo-3-hydroxy-5-propoxybenzoate (30.0 g), tripotassium phosphate (63.0 g), (4-fluorophenyl)boronic acid (34.6 g), and tricyclohexylphosphine (20% toluene solution, 17.6 mL) in toluene (200 mL) and water (100 mL), and the resultant mixture was heated with stirring overnight at 90° C. in an argon atmosphere. The reaction mixture was allowed to cool to room temperature, then diluted with ethyl acetate, and washed with water and saturate... The reactants are FC1=CC=2C(=NC=3N(C=C(C(C3C2)=O)C(=O)O)C)C=C1N1CC(NCC1)C (7-fluoro-1-methyl-8-(3-methyl-1-piperazinyl)-4-oxo-1,4-dihydro-benzo[b][1,8]naphthyridine-3-carboxylic acid), aqueous solution, C=O (formaldehyde), [OH-].[K+] (potassium hydroxide). Solvent: C(=O)O (formic acid). The product is CC1CN(CCN1C)C=1C(=CC=2C(=NC=3N(C=C(C(C3C2)=O)C(=O)O)C)C1)F (8-(3,4-dimethyl-1-piperazinyl)-7-fluoro-1-methyl-4-oxo-1,4-dihydro-benzo[b][1,8]naphthyridine-3-carboxylic acid). As a reaction SMILES: [F:1][C:2]1[C:20]([N:21]2[CH2:26][CH2:25][NH:24][CH:23]([CH3:27])[CH2:22]2)=[CH:19][C:5]2=[N:6][C:7]3[N:8]([CH3:18])[CH:9]=[C:10]([C:15]([OH:17])=[O:16])[C:11](=[O:14])[C:12]=3[CH:13]=[C:4]2[CH:3]=1.[CH2:28]=O.[OH-].[K+]>C(O)=O>[CH3:27][CH:23]1[N:24]([CH3:28])[CH2:25][CH2:26][N:21]([C:20]2[C:2]([F:1])=[CH:3][C:4]3[C:5]([CH:19]=2)=[N:6][C:7]2[N:8]([CH3:18])[CH:9]=[C:10]([C:15]([OH:17])=[O:16])[C:11](=[O:14])[C:12]=2[CH:13]=3)[CH2:22]1 |f:2.3|. Procedure details: A solution of 1.15 g of 7-fluoro-1-methyl-8-(3-methyl-1-piperazinyl)-4-oxo-1,4-dihydro-benzo[b][1,8]naphthyridine-3-carboxylic acid in 1.35 cm3 of 98% formic acid and 3.25 cm3 of a 30% aqueous solution of formaldehyde is heated at a temperature close to 100° C. for 2 hours. The reaction mixture is concentrated under reduced pressure (20 kPa) at 50° C. and 5 cm3 of water are then added, the solution obtained is brought to pH 7 by adding 0.5 cm3 of 2N aqueous potassium hydroxide solution and heate... Starting materials: BrC1=C(C=C(C=C1)NC(C)=O)NC(C)=O (4-bromo-N,N'-bisacetyl-1,3-phenylenediamine), C(C)(=O)NC1=CC(=CC=C1)NC(C)=O (N,N'-bisacetyl-1,3-phenylenediamine). The reagents and catalysts are [Cu] (copper), [Cu] (copper). Run in CN(C=O)C (dimethylformamide). Reaction conditions: temperature 100 celsius, time 4 hour. The product is C(C)(=O)NC1=C(C=CC(=C1)NC(C)=O)C1=C(C=C(C=C1)NC(C)=O)NC(C)=O (2,2',4,4'-tetrakis-(acetylamino)-biphenyl). Isolated yield 75.0%. RXN SMILES: Br[C:2]1[CH:7]=[CH:6][C:5]([NH:8][C:9](=[O:11])[CH3:10])=[CH:4][C:3]=1[NH:12][C:13](=[O:15])[CH3:14].[C:16]([NH:19][C:20]1[CH:25]=[CH:24][CH:23]=[C:22]([NH:26][C:27](=[O:29])[CH3:28])[CH:21]=1)(=[O:18])[CH3:17]>CN(C)C=O.[Cu]>[C:13]([NH:12][C:3]1[CH:4]=[C:5]([NH:8][C:9](=[O:11])[CH3:10])[CH:6]=[CH:7][C:2]=1[C:23]1[CH:24]=[CH:25][C:20]([NH:19][C:16](=[O:18])[CH3:17])=[CH:21][C:22]=1[NH:26][C:27](=[O:29])[CH3:28])(=[O:15])[CH3:14]. Procedure: 136 g of 4-bromo-N,N'-bisacetyl-1,3-phenylenediamine, prepared by bromination of N,N'-bisacetyl-1,3-phenylenediamine, are heated, in 300 ml of dimethylformamide, to 100° C. After adding 38 g of copper powder, the reaction mixture is stirred for 4 hours at 100° C. After cooling to room temperature, the mixture is freed from copper as indicated in Example 2. 72 g (75% of theory) of 2,2',4,4'-tetrakis-(acetylamino)-biphenyl of the formula ##STR32## are obtained. Starting materials: 17, OC1=CC(NC=C1)=O (4-hydroxypyridin-2(1H)-one), 10, C([O-])([O-])=O.[K+].[K+] (potassium carbonate), CS(=O)(=O)OC1CCN(CC1)C(=O)OC(C)(C)C (tert-butyl 4-(methylsulfonyloxy)piperidine-1-carboxylate). Run in CCOC(=O)C (EtOAc), O (H2O), CN(C)C=O (DMF). Run at temperature 90 celsius. Yields the product O=C1NC=CC(=C1)OC1CCN(CC1)C(=O)OC(C)(C)C (tert-butyl 4-(2-oxo-1,2-dihydropyridin-4-yloxy)piperidine-1-carboxylate). Isolated yield 38.7%. RXN SMILES: [OH:1][C:2]1[CH:7]=[CH:6][NH:5][C:4](=[O:8])[CH:3]=1.CS(O[CH:14]1[CH2:19][CH2:18][N:17]([C:20]([O:22][C:23]([CH3:26])([CH3:25])[CH3:24])=[O:21])[CH2:16][CH2:15]1)(=O)=O.C(=O)([O-])[O-].[K+].[K+]>CN(C=O)C.CCOC(C)=O.O>[O:8]=[C:4]1[CH:3]=[C:2]([O:1][CH:14]2[CH2:19][CH2:18][N:17]([C:20]([O:22][C:23]([CH3:26])([CH3:25])[CH3:24])=[O:21])[CH2:16][CH2:15]2)[CH:7]=[CH:6][NH:5]1 |f:2.3.4|. Reported procedure: A stirring mixture of 4-hydroxypyridin-2(1H)-one (1.2 g, 10 8 mmol, prepared according to the procedure described at Step A of Example 8), tert-butyl 4-(methylsulfonyloxy)piperidine-1-carboxylate (4.83 g, 17 3 mmol, prepared according to the procedure described at Step C of Example 1) and potassium carbonate (3.13 g, 22 7 mmol) in DMF (45 mL) was heated at 90° C. for 14 hrs and then cooled to room temperature. The resulting mixture was diluted with EtOAc and H2O and the aqueous layer was extract... Reactants: C(C)OC1=C(C(=C(C=C1)C#CC1=CC=C(C=C1)C1=CC=C(C=C1)CCC)F)F (1-(4-Ethoxy-2,3-difluorophenyl)-2-(4'-propylbiphenyl-4-yl)-ethine). The reagents and catalysts are [Pd] (Pd-C). The solvent is C1CCOC1 (THF). The product is C(C)OC1=C(C(=C(C=C1)CCC1=CC=C(C=C1)C1=CC=C(C=C1)CCC)F)F (1-(4-ethoxy-2,3-difluorophenyl)-2-(4'-propylbiphenyl-4-yl)-ethane). RXN SMILES: [CH2:1]([O:3][C:4]1[CH:9]=[CH:8][C:7]([C:10]#[C:11][C:12]2[CH:17]=[CH:16][C:15]([C:18]3[CH:23]=[CH:22][C:21]([CH2:24][CH2:25][CH3:26])=[CH:20][CH:19]=3)=[CH:14][CH:13]=2)=[C:6]([F:27])[C:5]=1[F:28])[CH3:2]>C1COCC1.[Pd]>[CH2:1]([O:3][C:4]1[CH:9]=[CH:8][C:7]([CH2:10][CH2:11][C:12]2[CH:17]=[CH:16][C:15]([C:18]3[CH:19]=[CH:20][C:21]([CH2:24][CH2:25][CH3:26])=[CH:22][CH:23]=3)=[CH:14][CH:13]=2)=[C:6]([F:27])[C:5]=1[F:28])[CH3:2]. Procedure details: 0.031 mol of this ethine-derivative and 3 g of Pd-C (5%) are suspended in 100 ml of THF and hydrogenated at room-temperature under a hydrogen pressure of 1 bar. Customary working up gives 1-(4-ethoxy-2,3-difluorophenyl)-2-(4'-propylbiphenyl-4-yl)-ethane.